This data is from the Open Reaction Database (ORD), a public repository of structured organic reaction records. The task is: describe an organic reaction: reactants, conditions, products, and yield Reactants: O=C([O-])[O-], CCOC(C)=O, CSC, [K+], [K+], O, Cc1sc(Br)c(C(=O)Nc2ccccc2O)c1C. The product is Cc1sc2c(c1C)C(=O)Nc1ccccc1O2. RXN SMILES: [C:19](=[O:20])([O-:21])[O-:22].[C:25]([O:26][CH2:27][CH3:28])(=[O:29])[CH3:30].[CH3:32][S:33][CH3:34].[K+:23].[K+:24].[OH2:31].[OH:1][c:2]1[c:3]([NH:8][C:9](=[O:10])[c:11]2[c:12]([Br:18])[s:13][c:14]([CH3:17])[c:15]2[CH3:16])[cH:4][cH:5][cH:6][cH:7]1>>[O:1]1[c:2]2[c:3]([cH:4][cH:5][cH:6][cH:7]2)[NH:8][C:9](=[O:10])[c:11]2[c:12]1[s:13][c:14]([CH3:17])[c:15]2[CH3:16]. Reactants: C(C)(C)(C)OC(=O)N1CCC(CC1)NCC=1C2=C(C=NC1)N=C(N2CC)C2=NON=C2N (4-{[2-(4-Amino-furazan-3-yl)-1-ethyl-1H-imidazo[4,5-c]pyridin-7-ylmethyl]-amino}-piperidine-1-carboxylic acid tert-butyl ester), C([O-])([O-])=O.[K+].[K+] (potassium carbonate), C(C)(=O)Cl (acetyl chloride). The solvent is ClC1C(CCC(C1)C(C)C)(C)Cl (dichloromenthane). Reaction conditions: time 1 hour. Product: NC=1C(=NON1)C=1N(C2=C(C=NC=C2CN(C(C)=O)C2CCNCC2)N1)CC (N-[2-(4-Amino-furazan-3-yl)-1-ethyl-1H-imidazo[4,5-c]pyridin-7-ylmethyl]-N-piperidin-4-yl-acetamide). The yield is 59.0%. RXN SMILES: C(OC([N:8]1[CH2:13][CH2:12][CH:11]([NH:14][CH2:15][C:16]2[C:17]3[N:24]([CH2:25][CH3:26])[C:23]([C:27]4[C:31]([NH2:32])=[N:30][O:29][N:28]=4)=[N:22][C:18]=3[CH:19]=[N:20][CH:21]=2)[CH2:10][CH2:9]1)=O)(C)(C)C.C(=O)([O-])[O-].[K+].[K+].[C:39](Cl)(=[O:41])[CH3:40]>ClC1CC(C(C)C)CCC1(Cl)C>[NH2:32][C:31]1[C:27]([C:23]2[N:24]([CH2:25][CH3:26])[C:17]3[C:16]([CH2:15][N:14]([CH:11]4[CH2:12][CH2:13][NH:8][CH2:9][CH2:10]4)[C:39](=[O:41])[CH3:40])=[CH:21][N:20]=[CH:19][C:18]=3[N:22]=2)=[N:28][O:29][N:30]=1 |f:1.2.3|. Procedure: The title compound from Example 191, Step 2 (145 mg, 0.3 mmol) in dichloromenthane at 0° C. was treated with potassium carbonate (90 mg, 0.66 mmol) followed by acetyl chloride (26 mg, 0.33 mL), and the mixture was stirred at room temperature for 1 hour. Purification of the residue by silica gel chromatography eluting with 10% methanol/dichloromethane afforded the title compound (68 mg, 10%). MS (ES+) m/e 484 [M+H]+. Starting materials: N(C1=CC=CC=C1)C1=CC=2C(C=3CCCCC3NC2C=C1)=O (5,6,7,8-tetrahydro-2-anilinoacridone), C1=CC=C(C=C1)C2=CC=CC=C2.C1=CC=C(C=C1)OC2=CC=CC=C2 (Dowtherm), stainless steel. The reagents and catalysts are [Pd] (palladium). Run in resin. Yields the product N(C1=CC=CC=C1)C1=CC=2C(C3=CC=CC=C3NC2C=C1)=O (2-anilinoacridone). Isolated yield 88.9%. Reaction SMILES: [NH:1]([C:8]1[CH:21]=[CH:20][C:19]2[NH:18][C:17]3[CH2:16][CH2:15][CH2:14][CH2:13][C:12]=3[C:11](=[O:22])[C:10]=2[CH:9]=1)[C:2]1[CH:7]=[CH:6][CH:5]=[CH:4][CH:3]=1.C1C=CC(C2C=CC=CC=2)=CC=1.C1C=CC(OC2C=CC=CC=2)=CC=1>[Pd]>[NH:1]([C:8]1[CH:21]=[CH:20][C:19]2[NH:18][C:17]3[C:12](=[CH:13][CH:14]=[CH:15][CH:16]=3)[C:11](=[O:22])[C:10]=2[CH:9]=1)[C:2]1[CH:3]=[CH:4][CH:5]=[CH:6][CH:7]=1 |f:1.2|. Procedure: A mixture of 70 g of 5,6,7,8-tetrahydro-2-anilinoacridone and 700 ml of Dowtherm® A was brought to reflux in a 2-liter resin kettle, in a nitrogen atmosphere. A stainless steel mesh basket containing 14.5 g of 0.5% palladium on 1/8 inch alumina pellets was lowered into the reaction mixture. The mixture was refluxed for 18 hours. The basket was removed from the reaction mixture, which was then allowed to cool. The precipitated product was collected on a filter and washed with four 350 ml aliquots... Reaction SMILES: [C:22]([CH2:23][CH2:24][CH3:25])(=[O:26])[Cl:27].[CH2:34]([Cl:35])[Cl:36].[CH3:37][N:38]([c:39]1[cH:40][cH:41][n:42][cH:43][cH:44]1)[CH3:45].[CH:2]([CH3:3])([CH3:4])[c:5]1[n:6][o:7][c:8]([CH:10]2[CH:11]([C:18](=[O:19])[O:20][CH3:21])[C:12](=[O:17])[CH2:13][C:14](=[O:16])[CH2:15]2)[cH:9]1.[ClH:28].[Na:1].[O:29]1[CH2:30][CH2:31][CH2:32][CH2:33]1>>[CH:2]([CH3:3])([CH3:4])[c:5]1[n:6][o:7][c:8]([CH:10]2[CH:11]([C:18](=[O:19])[O:20][CH3:21])[C:12]([OH:17])=[C:13]([C:22]([CH2:23][CH2:24][CH3:25])=[O:26])[C:14](=[O:16])[CH2:15]2)[cH:9]1. Reactants: CCCC(=O)Cl, ClCCl, CN(C)c1ccncc1, COC(=O)C1C(=O)CC(=O)CC1c1cc(C(C)C)no1, Cl, [Na], C1CCOC1. Product: CCCC(=O)C1=C(O)C(C(=O)OC)C(c2cc(C(C)C)no2)CC1=O. Reaction conditions: temperature 130 celsius. Procedure details: 2-Methylsulfanyl-4-(methylsulfonylmethyl)-6-morpholin-4-yl-pyrimidine (1.00 g, 3.3 mmol), 4-aminophenylboronic acid (904 mg, 6.60 mmol), Copper(I)thiophene-2-carboxylate (1.64 g, 8.58 mmol), Pd(PPh3)4 (153 mg, 0.04 equiv., 0.13 mmol) were added to a microwave vessel and 1,4-Dioxane (20 mL) added. The system was degassed with N2, sealed and heated in a microwave reactor at 130° C. for 1 hour. Upon cooling the reaction was poured into water and the resulting precipitate was collected by filtration... RXN SMILES: CS[C:3]1[N:8]=[C:7]([CH2:9][S:10]([CH3:13])(=[O:12])=[O:11])[CH:6]=[C:5]([N:14]2[CH2:19][CH2:18][O:17][CH2:16][CH2:15]2)[N:4]=1.[NH2:20][C:21]1[CH:26]=[CH:25][C:24](B(O)O)=[CH:23][CH:22]=1>S1C=CC=C1C([O-])=O.[Cu+].C1C=CC([P]([Pd]([P](C2C=CC=CC=2)(C2C=CC=CC=2)C2C=CC=CC=2)([P](C2C=CC=CC=2)(C2C=CC=CC=2)C2C=CC=CC=2)[P](C2C=CC=CC=2)(C2C=CC=CC=2)C2C=CC=CC=2)(C2C=CC=CC=2)C2C=CC=CC=2)=CC=1.O1CCOCC1>[CH3:13][S:10]([CH2:9][C:7]1[CH:6]=[C:5]([N:14]2[CH2:19][CH2:18][O:17][CH2:16][CH2:15]2)[N:4]=[C:3]([C:24]2[CH:25]=[CH:26][C:21]([NH2:20])=[CH:22][CH:23]=2)[N:8]=1)(=[O:12])=[O:11] |f:2.3,^1:42,44,63,82|. Reagents/catalysts: S1C(=CC=C1)C(=O)[O-].[Cu+] (Copper(I)thiophene-2-carboxylate), C=1C=CC(=CC1)[P](C=2C=CC=CC2)(C=3C=CC=CC3)[Pd]([P](C=4C=CC=CC4)(C=5C=CC=CC5)C=6C=CC=CC6)([P](C=7C=CC=CC7)(C=8C=CC=CC8)C=9C=CC=CC9)[P](C=1C=CC=CC1)(C=1C=CC=CC1)C=1C=CC=CC1 (Pd(PPh3)4). The product is CS(=O)(=O)CC1=NC(=NC(=C1)N1CCOCC1)C1=CC=C(N)C=C1 (4-[4-(Methylsulfonylmethyl)-6-morpholin-4-yl-pyrimidin-2-yl]aniline). The solvent is O1CCOCC1 (1,4-Dioxane). Reactants: CSC1=NC(=CC(=N1)CS(=O)(=O)C)N1CCOCC1 (2-Methylsulfanyl-4-(methylsulfonylmethyl)-6-morpholin-4-yl-pyrimidine), NC1=CC=C(C=C1)B(O)O (4-aminophenylboronic acid). Starting materials: N1=CC(=CC=C1)N1CCNCC1 (1-Pyridin-3-yl-piperazine), BrCC#N (bromoacetonitrile). Product: N1=CC(=CC=C1)N1CCN(CC1)CC#N ((4-Pyridin-3-yl-piperazin-1-yl)-acetonitrile). RXN SMILES: [N:1]1[CH:6]=[CH:5][CH:4]=[C:3]([N:7]2[CH2:12][CH2:11][NH:10][CH2:9][CH2:8]2)[CH:2]=1.Br[CH2:14][C:15]#[N:16]>>[N:1]1[CH:6]=[CH:5][CH:4]=[C:3]([N:7]2[CH2:8][CH2:9][N:10]([CH2:14][C:15]#[N:16])[CH2:11][CH2:12]2)[CH:2]=1. Procedure: The title compound is synthesized by coupling of 1-Pyridin-3-yl-piperazine and bromoacetonitrile analogously to the preparation of Intermediate 149.2 as a white solid; ES-MS: M+=203.2: AtRet=1.10. Starting materials: COc1cccc2cc(CO)oc12, [H-], CI, [Na+], C1CCOC1. Yields the product COCc1cc2cccc(OC)c2o1. As a reaction SMILES: [CH3:3][O:4][c:5]1[cH:6][cH:7][cH:8][c:9]2[cH:10][c:11]([CH2:14][OH:15])[o:12][c:13]12.[H-:1].[I:16][CH3:17].[Na+:2].[O:18]1[CH2:19][CH2:20][CH2:21][CH2:22]1>>[CH3:3][O:4][c:5]1[cH:6][cH:7][cH:8][c:9]2[cH:10][c:11]([CH2:14][O:15][CH3:17])[o:12][c:13]12. The reactants are BrCC(C)=O (1-bromopropan-2-one), ClC=1C=CC(=C(C1)C1CC(C=C(C1)NNS(=O)(=O)C1=CC=C(C=C1)C)=O)F (5-(5-chloro-2-fluorophenyl)-1-[2-(4-methylphenylsulfonyl)hydrazino]cyclohexen-3-one), C([O-])([O-])=O.[K+].[K+] (potassium carbonate), CO (methanol). Run in COCCOC (1,2-dimethoxyethane). Run at time 2 hour. Yields the product ClC=1C=CC(=C(C1)C1CC(C=2C(=CN=NC2C1)C)=O)F (7-(5-chloro-2-fluorophenyl)-4-methyl-5,6,7,8-tetrahydrocinnolin-5-one). Isolated yield 23.8%. RXN SMILES: [Cl:1][C:2]1[CH:3]=[CH:4][C:5]([F:27])=[C:6]([CH:8]2[CH2:13][C:12]([NH:14][NH:15]S(C3C=CC(C)=CC=3)(=O)=O)=[CH:11][C:10](=[O:26])[CH2:9]2)[CH:7]=1.C(=O)([O-])[O-].[K+].[K+].CO.Br[CH2:37][C:38](=O)[CH3:39]>COCCOC>[Cl:1][C:2]1[CH:3]=[CH:4][C:5]([F:27])=[C:6]([CH:8]2[CH2:13][C:12]3[N:14]=[N:15][CH:37]=[C:38]([CH3:39])[C:11]=3[C:10](=[O:26])[CH2:9]2)[CH:7]=1 |f:1.2.3|. Procedure: To a mixture of 5-(5-chloro-2-fluorophenyl)-1-[2-(4-methylphenylsulfonyl)hydrazino]cyclohexen-3-one (2.0 g), anhydrous potassium carbonate (1.68 g), methanol (20 ml) and 1,2-dimethoxyethane (10 ml) was added under ice-cooling 1-bromopropan-2-one (0.87 g), and the mixture was stirred for 2 hours at room temperature, and then for 6 hours at 80° C. Under reduced pressure, the solvent was evaporated, and to the residue was added ethyl acetate (70 ml) and water (30 ml). The mixture was shaken, and th...